Dataset: the Open Reaction Database (ORD), a public repository of structured organic reaction records. Task: describe an organic reaction: reactants, conditions, products, and yield The reactants are BrC=1C=C(C=CC1)O (m-bromophenol), FC1=CC=C(C(=O)C2=CC=C(C=C2)F)C=C1 (4,4'-difluorobenzophenone), C(=O)([O-])[O-].[K+].[K+] (K2CO3), N#N (N2). The solvent is C1(=CC=CC=C1)C (toluene), CC(=O)N(C)C (dimethylacetamide). Run at temperature 160 celsius, time 2 hour. Yields the product BrC=1C=C(OC2=CC=C(C(=O)C3=CC=C(C=C3)OC3=CC(=CC=C3)Br)C=C2)C=CC1 (4,4'-bis(3-bromophenoxy) benzophenone). Isolated yield 100.2%. Reaction SMILES: [Br:1][C:2]1[CH:3]=[C:4]([OH:8])[CH:5]=[CH:6][CH:7]=1.F[C:10]1[CH:24]=[CH:23][C:13]([C:14]([C:16]2[CH:21]=[CH:20][C:19](F)=[CH:18][CH:17]=2)=[O:15])=[CH:12][CH:11]=1.[C:25]([O-:28])([O-])=O.[K+].[K+].N#N>C1(C)C=CC=CC=1.CC(N(C)C)=O>[Br:1][C:2]1[CH:3]=[C:4]([CH:5]=[CH:6][CH:7]=1)[O:8][C:10]1[CH:24]=[CH:23][C:13]([C:14]([C:16]2[CH:21]=[CH:20][C:19]([O:28][C:25]3[CH:5]=[CH:6][CH:7]=[C:2]([Br:1])[CH:3]=3)=[CH:18][CH:17]=2)=[O:15])=[CH:12][CH:11]=1 |f:2.3.4|. Reported procedure: A reaction mixture was prepared with 3.8 g (22 mmol) of m-bromophenol, 2.18 g (10 mmol) of 4,4'-difluorobenzophenone, 10 ml of dimethylacetamide (DMAc), 15 ml of toluene and 4.55 g of K2CO3, and reacted at 130° C. for 1 hour while N2 gas was passed into the mixture. Subsequently, the reaction temperature was raised to 160° C. to remove toluene and water in the reaction vessel as an azeotropic mixture, and the reaction was continued for 2 hours to obtain 5.25 g of 4,4'-bis(3-bromophenoxy) benzoph... Starting materials: ClC1=CC=NC2=CC=CC=C12 (4-chloroquinoline), ClC1=CC=C(NC)C=C1 (4-chloro-N-methylaniline), [OH-].[Na+] (NaOH). Solvent: C(C)(=O)O (acetic acid). The product is ClC1=CC=C(N(C)C2=CC=NC3=CC=CC=C23)C=C1 (4-(4-chloro-N-methylanilino)quinoline). Isolated yield 97.0%. RXN SMILES: Cl[C:2]1[C:11]2[C:6](=[CH:7][CH:8]=[CH:9][CH:10]=2)[N:5]=[CH:4][CH:3]=1.[Cl:12][C:13]1[CH:20]=[CH:19][C:16]([NH:17][CH3:18])=[CH:15][CH:14]=1.[OH-].[Na+]>C(O)(=O)C>[Cl:12][C:13]1[CH:20]=[CH:19][C:16]([N:17]([C:2]2[C:11]3[C:6](=[CH:7][CH:8]=[CH:9][CH:10]=3)[N:5]=[CH:4][CH:3]=2)[CH3:18])=[CH:15][CH:14]=1 |f:2.3|. Procedure: A solution of 4-chloroquinoline (5 mmol) and of 4-chloro-N-methylaniline (10 mmol) in glacial acetic acid (15 ml) was heated with reflux for 3 h under a stream of argon. After cooling, the solution was basified with a 10% NaOH solution until pH=10 and the resulting suspension was concentrated in a rotary evaporator and purified by means of flash chromatography (9:1, CH2Cl2:MeOH) to give the target molecule as a yellowish syrup (97%). 1H-NMR (400 MHz, CDCl3): δ 8.10 (d, J=8.5, 1H, H-2quin); 7.70 ... Starting materials: C(C)(=O)OCCSC(C(=O)C1=C(C=C(C=C1)F)F)(F)F (2-(2-acetoxyethyl)thio-2,2-difluoro-2',4'-difluoroacetophenone), ice water, [H-].[Na+] (NaH), CS(=O)C (DMSO), [I-].C[S+](=O)(C)C (trimethylsulfoxonium iodide). Run in C1CCOC1 (THF), C1CCOC1 (THF). Reaction conditions: temperature 50 celsius, time 15 minute. Product: C(C)(=O)OCCSC(C1(CO1)C1=C(C=C(C=C1)F)F)(F)F (1-(2-acetoxyethyl)thio-2-(2,4-difluorophenyl)-1,1-difluoro-2,3-epoxypropane). Isolated yield 90.0%. RXN SMILES: [H-].[Na+].[CH3:3]S(C)=O.[I-].C[S+](C)(C)=O.[C:13]([O:16][CH2:17][CH2:18][S:19][C:20]([F:32])([F:31])[C:21]([C:23]1[CH:28]=[CH:27][C:26]([F:29])=[CH:25][C:24]=1[F:30])=[O:22])(=[O:15])[CH3:14]>C1COCC1>[C:13]([O:16][CH2:17][CH2:18][S:19][C:20]([F:31])([F:32])[C:21]1([C:23]2[CH:28]=[CH:27][C:26]([F:29])=[CH:25][C:24]=2[F:30])[O:22][CH2:3]1)(=[O:15])[CH3:14] |f:0.1,3.4|. Procedure: A suspension of 60% NaH (3.95 g, 0.1 mol) in THF (60 ml)-DMSO (120 ml) was heated to an external temperature of 50° C., followed by the addition of trimethylsulfoxonium iodide (21.7 g, 0.1 mol) in portions. The resulting mixture was stirred for 15 minutes at the same temperature and was then cooled to -20° C. To the reaction mixture, a solution of 2-(2-acetoxyethyl)thio-2,2-difluoro-2',4'-difluoroacetophenone (25.5 g, 0.08 mol) in THF (60 ml) was added drop-wise. After being stirred at room temp... Reactants: [BH4-], CCOC(=O)c1ncsc1C(=O)OCC, CCO, Cl, [Na+], O. Product: CCOC(=O)c1ncsc1CO. RXN SMILES: [BH4-:16].[CH2:1]([CH3:2])[O:3][C:4](=[O:5])[c:6]1[n:7][cH:8][s:9][c:10]1[C:11](=[O:12])[O:13][CH2:14][CH3:15].[CH3:20][CH2:21][OH:22].[ClH:19].[Na+:17].[OH2:18]>>[CH2:1]([CH3:2])[O:3][C:4](=[O:5])[c:6]1[n:7][cH:8][s:9][c:10]1[CH2:11][OH:12]. Starting materials: COC1CCC(C(=O)O)N(S(=O)(=O)c2ccc(OCc3ccccc3)cc2)C1, C=CCON, CCOC(C)=O, CCN(C(C)C)C(C)C, ClCCl, Cl, On1nnc2ccccc21. Yields the product C=CCONC(=O)C1CCC(OC)CN1S(=O)(=O)c1ccc(OCc2ccccc2)cc1. Reaction SMILES: [CH2:1]([c:2]1[cH:3][cH:4][cH:5][cH:6][cH:7]1)[O:8][c:9]1[cH:10][cH:11][c:12]([S:15](=[O:16])(=[O:17])[N:18]2[CH:19]([C:26](=[O:27])[OH:28])[CH2:20][CH2:21][CH:22]([O:24][CH3:25])[CH2:23]2)[cH:13][cH:14]1.[CH2:40]([CH:41]=[CH2:42])[O:43][NH2:44].[CH3:54][CH2:55][O:56][C:57](=[O:58])[CH3:59].[CH:45]([N:46]([CH:47]([CH3:48])[CH3:49])[CH2:50][CH3:51])([CH3:52])[CH3:53].[Cl:60][CH2:61][Cl:62].[ClH:39].[OH:29][n:30]1[c:31]2[c:32]([cH:33][cH:34][cH:35][cH:36]2)[n:37][n:38]1>>[CH2:1]([c:2]1[cH:3][cH:4][cH:5][cH:6][cH:7]1)[O:8][c:9]1[cH:10][cH:11][c:12]([S:15](=[O:16])(=[O:17])[N:18]2[CH:19]([C:26](=[O:27])[NH:44][O:43][CH2:40][CH:41]=[CH2:42])[CH2:20][CH2:21][CH:22]([O:24][CH3:25])[CH2:23]2)[cH:13][cH:14]1. The reactants are COC=1C=C(CCl)C=CC1 (3-methoxybenzyl chloride), CNC (dimethylamine), desired title intermediate. Run in C(C)#N (acetonitrile). Conditions: time 4 hour. Product: CN(C)CC1=CC(=CC=C1)OC (N,N-dimethyl-3-methoxybenzylamine). Reaction SMILES: [CH3:1][NH:2][CH3:3].[CH3:4][O:5][C:6]1[CH:7]=[C:8]([CH:11]=[CH:12][CH:13]=1)[CH2:9]Cl>C(#N)C>[CH3:1][N:2]([CH2:9][C:8]1[CH:11]=[CH:12][CH:13]=[C:6]([O:5][CH3:4])[CH:7]=1)[CH3:3]. Procedure: Four hundred grams of dimethylamine were added to 1.5 liters of acetonitrile previously cooled with an external ice/ethanol bath. To this solution were added 322.7 g. of 3-methoxybenzyl chloride in a dropwise fashion. When the addition was completed, the reaction was stirred for an additional four hours with cooling. The reaction was stirred an additional 20 hours at room temperature, heated to reflux for five hours, and then concentrated under reduced pressure. The residue was taken up in water... The reactants are CC1CCN(C(=O)CC(Cc2cc(F)c(F)cc2F)NC(=O)OC(C)(C)C)C(C)C(=O)N1, Cl, C1COCCO1. The product is CC1CCN(C(=O)CC(N)Cc2cc(F)c(F)cc2F)C(C)C(=O)N1. Reaction SMILES: [C:1]([O:2][C:3](=[O:4])[NH:8][CH:9]([CH2:10][C:11](=[O:12])[N:13]1[CH:14]([CH3:22])[C:15](=[O:21])[NH:16][CH:17]([CH3:20])[CH2:18][CH2:19]1)[CH2:23][c:24]1[c:25]([F:32])[cH:26][c:27]([F:31])[c:28]([F:30])[cH:29]1)([CH3:5])([CH3:6])[CH3:7].[ClH:33].[O:34]1[CH2:35][CH2:36][O:37][CH2:38][CH2:39]1>>[NH2:8][CH:9]([CH2:10][C:11](=[O:12])[N:13]1[CH:14]([CH3:22])[C:15](=[O:21])[NH:16][CH:17]([CH3:20])[CH2:18][CH2:19]1)[CH2:23][c:24]1[c:25]([F:32])[cH:26][c:27]([F:31])[c:28]([F:30])[cH:29]1. The reactants are CCOC(=O)C (EtOAc), TEA, C1(=CC=CC=C1)P(=O)(C1=CC=CC=C1)N=[N+]=[N-] (diphenyl phosphoryl azide), OC1(CCCC1)C(C(=O)O)C1=CC=CC=C1 (2-(1-hydroxycyclopentyl)-2-phenylacetic acid). Run in C1(=CC=CC=C1)C (toluene), CCCCCC (hexane). Run at temperature 120 celsius, time 12 hour. Product: C1(=CC=CC=C1)C1NC(OC12CCCC2)=O (4-phenyl-1-oxa-3-azaspiro[4.4]nonan-2-one). Yield: 31.0%. RXN SMILES: [OH:1][C:2]1([CH:7]([C:11]2[CH:16]=[CH:15][CH:14]=[CH:13][CH:12]=2)C(O)=O)[CH2:6][CH2:5][CH2:4][CH2:3]1.C1(P([N:31]=[N+]=[N-])(C2C=CC=CC=2)=O)C=CC=CC=1.CCO[C:37](C)=[O:38]>C1(C)C=CC=CC=1.CCCCCC>[C:11]1([CH:7]2[C:2]3([CH2:3][CH2:4][CH2:5][CH2:6]3)[O:1][C:37](=[O:38])[NH:31]2)[CH:12]=[CH:13][CH:14]=[CH:15][CH:16]=1. Reported procedure: To a 100 mL round bottom flask charged with 2-(1-hydroxycyclopentyl)-2-phenylacetic acid (3.5 g, 16.13 mmol, 1 eq.) in toluene (70 mL) were added TEA (2.5 eq) and diphenyl phosphoryl azide (2 eq). The resulting mixture was stirred at 120° C. for 12 hours. Reaction progress was monitored by TLC (TLC eluent: 30% EtOAc in hexane). The reaction mixture was cooled and toluene was removed under reduced pressure. The product thus obtained was purified by column chromatography using silica gel and eluti... The reactants are CC(C)(C)c1ccc(C(=O)CCCCN2CCC(C(O)(c3ccccc3)c3ccccc3)CC2)cc1, Cl, Cl, NO, c1ccncc1. Product: CC(C)(C)c1ccc(C(CCCCN2CCC(C(O)(c3ccccc3)c3ccccc3)CC2)=NO)cc1, Cl. RXN SMILES: [C:2]([CH3:3])([CH3:4])([CH3:5])[c:6]1[cH:7][cH:8][c:9]([C:12]([CH2:13][CH2:14][CH2:15][CH2:16][N:17]2[CH2:18][CH2:19][CH:20]([C:23]([c:24]3[cH:25][cH:26][cH:27][cH:28][cH:29]3)([c:30]3[cH:31][cH:32][cH:33][cH:34][cH:35]3)[OH:36])[CH2:21][CH2:22]2)=[O:37])[cH:10][cH:11]1.[ClH:1].[ClH:38].[NH2:39][OH:40].[cH:41]1[cH:42][cH:43][n:44][cH:45][cH:46]1>>[C:2]([CH3:3])([CH3:4])([CH3:5])[c:6]1[cH:7][cH:8][c:9]([C:12]([CH2:13][CH2:14][CH2:15][CH2:16][N:17]2[CH2:18][CH2:19][CH:20]([C:23]([c:24]3[cH:25][cH:26][cH:27][cH:28][cH:29]3)([c:30]3[cH:31][cH:32][cH:33][cH:34][cH:35]3)[OH:36])[CH2:21][CH2:22]2)=[N:39][OH:40])[cH:10][cH:11]1.[ClH:1]. Starting materials: C1CCOC1, O=C(Cl)c1ccc(Cl)s1, CC(C)(C)OC(=O)N1CCC(CCN2Cc3c(N)cccc3C2=O)CC1, c1ccncc1. Yields the product CC(C)(C)OC(=O)N1CCC(CCN2Cc3c(NC(=O)c4ccc(Cl)s4)cccc3C2=O)CC1. As a reaction SMILES: [CH2:42]1[O:43][CH2:44][CH2:45][CH2:46]1.[Cl:1][c:2]1[cH:3][cH:4][c:5]([C:7](=[O:8])[Cl:9])[s:6]1.[NH2:10][c:11]1[c:12]2[c:16]([cH:17][cH:18][cH:19]1)[C:15](=[O:20])[N:14]([CH2:21][CH2:22][CH:23]1[CH2:24][CH2:25][N:26]([C:29](=[O:30])[O:31][C:32]([CH3:33])([CH3:34])[CH3:35])[CH2:27][CH2:28]1)[CH2:13]2.[cH:36]1[cH:37][cH:38][n:39][cH:40][cH:41]1>>[Cl:1][c:2]1[cH:3][cH:4][c:5]([C:7](=[O:8])[NH:10][c:11]2[c:12]3[c:16]([cH:17][cH:18][cH:19]2)[C:15](=[O:20])[N:14]([CH2:21][CH2:22][CH:23]2[CH2:24][CH2:25][N:26]([C:29](=[O:30])[O:31][C:32]([CH3:33])([CH3:34])[CH3:35])[CH2:27][CH2:28]2)[CH2:13]3)[s:6]1.